Dataset: the Open Reaction Database (ORD), a public repository of structured organic reaction records. Task: describe an organic reaction: reactants, conditions, products, and yield The reactants are FC1=CC=C(C(=O)CCC(=O)O)C=C1 (3-(4-fluorobenzoyl)-propionic acid), S(O)(O)(=O)=O (sulfuric acid), C([O-])(O)=O.[Na+] (sodium bicarbonate). Solvent: CO (methanol). Run at time 2 hour. The product is FC1=CC=C(C(=O)CCC(=O)OC)C=C1 (Methyl 3-(4-fluorobenzoyl)-propionate). Isolated yield 94.0%. Reaction SMILES: [F:1][C:2]1[CH:14]=[CH:13][C:5]([C:6]([CH2:8][CH2:9][C:10]([OH:12])=[O:11])=[O:7])=[CH:4][CH:3]=1.S(=O)(=O)(O)O.[C:20](=O)(O)[O-].[Na+]>CO>[F:1][C:2]1[CH:3]=[CH:4][C:5]([C:6]([CH2:8][CH2:9][C:10]([O:12][CH3:20])=[O:11])=[O:7])=[CH:13][CH:14]=1 |f:2.3|. Procedure details: To a solution of 3-(4-fluorobenzoyl)-propionic acid (1.98 g, 10.0 mmol) in methanol (25 mL) was added 0.5 mL of conc. sulfuric acid. The resulting solution was stirred at room temperature under argon for 2 hours. The reaction mixture was neutralized with saturated sodium bicarbonate, the methanol was removed via rotary evaporator and the residue was dissolved in 50 mL of ethyl acetate. The resulting solution was washed with saturated sodium bicarbonate (3×50 mL) and brine (50 mL), dried over sod...